Dataset: the Open Reaction Database (ORD), a public repository of structured organic reaction records. Task: describe an organic reaction: reactants, conditions, products, and yield Reactants: C12(CC3CC(CC(C1)C3)C2)C2=C(C=C(C(=C2)Br)C)O (2-(1-adamantyl)-4-bromo-5-methylphenol), C(C1=CC=CC=C1)Br (benzyl bromide), C(=O)([O-])[O-].[K+].[K+] (K2CO3). The solvent is CC(=O)C (acetone). Product: C12(CC3CC(CC(C1)C3)C2)C=2C(=CC(=C(C2)Br)C)OCC2=CC=CC=C2 (5-(1-adamantyl)-4-benzyloxy-2-methylphenyl bromide). The yield is 91.8%. As a reaction SMILES: [C:1]12([C:11]3[CH:16]=[C:15]([Br:17])[C:14]([CH3:18])=[CH:13][C:12]=3[OH:19])[CH2:10][CH:5]3[CH2:6][CH:7]([CH2:9][CH:3]([CH2:4]3)[CH2:2]1)[CH2:8]2.[CH2:20](Br)[C:21]1[CH:26]=[CH:25][CH:24]=[CH:23][CH:22]=1.C([O-])([O-])=O.[K+].[K+]>CC(C)=O>[C:1]12([C:11]3[C:12]([O:19][CH2:20][C:21]4[CH:26]=[CH:25][CH:24]=[CH:23][CH:22]=4)=[CH:13][C:14]([CH3:18])=[C:15]([Br:17])[CH:16]=3)[CH2:2][CH:3]3[CH2:9][CH:7]([CH2:6][CH:5]([CH2:4]3)[CH2:10]1)[CH2:8]2 |f:2.3.4|. Reported procedure: To a solution of 2-(1-adamantyl)-4-bromo-5-methylphenol (6.53 g, 20.34 mmol) in acetone (65 mL) was added benzyl bromide (3.48 g, 20.34 mmol) followed by K2CO3 (3.51 g, 25.43 mmol). The mixture was stirred and heated at reflux for 24 h under argon. Acetone was removed at reduced pressure, and then 2 N HCl (80 mL) was added. The mixture was extracted with EtOAc (300 mL), and the organic layer was washed with H2O and brine and dried. After removal of solvent, the residue was purified by chromatogr... Reactants: C(C)(=O)N1C(C(C2=CC=C(C=C12)C(=O)OC)=C(C1=CC=CC=C1)OCC)=O (1-acetyl-3-(1-ethoxy-1-phenylmethylene)-6-methoxycarbonyl-2-indolinone), C(C1=CC=CC=C1)N1CCN(CC1)CC(=O)N(C1=CC=C(C=C1)N)C (N-((4-benzyl-piperazin-1-yl)-methylcarbonyl)-N-methyl-p-phenylenediamine). The product is C(C1=CC=CC=C1)N1CCN(CC1)CC(=O)N(C)C1=CC=C(N\C(\C2=CC=CC=C2)=C\2/C(NC3=CC(=CC=C23)C(=O)OC)=O)C=C1 (3-Z-[1-(4-(N-((4-benzyl-piperazin-1-yl)-methylcarbonyl)-N-methyl-amino)-anilino)-1-phenyl-methylene]-6-methoxycarbonyl-2-indolinone). RXN SMILES: C([N:4]1[C:12]2[C:7](=[CH:8][CH:9]=[C:10]([C:13]([O:15][CH3:16])=[O:14])[CH:11]=2)[C:6](=[C:17](OCC)[C:18]2[CH:23]=[CH:22][CH:21]=[CH:20][CH:19]=2)[C:5]1=[O:27])(=O)C.[CH2:28]([N:35]1[CH2:40][CH2:39][N:38]([CH2:41][C:42]([N:44]([CH3:52])[C:45]2[CH:50]=[CH:49][C:48]([NH2:51])=[CH:47][CH:46]=2)=[O:43])[CH2:37][CH2:36]1)[C:29]1[CH:34]=[CH:33][CH:32]=[CH:31][CH:30]=1>>[CH2:28]([N:35]1[CH2:36][CH2:37][N:38]([CH2:41][C:42]([N:44]([C:45]2[CH:46]=[CH:47][C:48]([NH:51]/[C:17](=[C:6]3\[C:5](=[O:27])[NH:4][C:8]4[C:7]\3=[CH:12][CH:11]=[C:10]([C:13]([O:15][CH3:16])=[O:14])[CH:9]=4)/[C:18]3[CH:19]=[CH:20][CH:21]=[CH:22][CH:23]=3)=[CH:49][CH:50]=2)[CH3:52])=[O:43])[CH2:39][CH2:40]1)[C:29]1[CH:30]=[CH:31][CH:32]=[CH:33][CH:34]=1. Reported procedure: Prepared from 1-acetyl-3-(1-ethoxy-1-phenylmethylene)-6-methoxycarbonyl-2-indolinone and N-((4-benzyl-piperazin-1-yl)-methylcarbonyl)-N-methyl-p-phenylenediamine Rf value: 0.5 (silica gel, methylene chloride/methanol=9:1) C37H37N5O4